Dataset: the Open Reaction Database (ORD), a public repository of structured organic reaction records. Task: describe an organic reaction: reactants, conditions, products, and yield Reactants: COCCCOc1cc(C(=O)N(CC2CN(C(=O)OC(C)(C)C)CC2CN(C)S(=O)(=O)Cc2ccccc2)C(C)C)ccc1OC, ClCCl, O=C(O)C(F)(F)F, [Na+], O=C([O-])O. The product is COCCCOc1cc(C(=O)N(CC2CNCC2CN(C)S(=O)(=O)Cc2ccccc2)C(C)C)ccc1OC. Reaction SMILES: [C:1]([O:2][C:3](=[O:4])[N:8]1[CH2:9][CH:10]([CH2:26][N:27]([C:28]([c:29]2[cH:30][c:31]([O:37][CH2:38][CH2:39][CH2:40][O:41][CH3:42])[c:32]([O:35][CH3:36])[cH:33][cH:34]2)=[O:43])[CH:44]([CH3:45])[CH3:46])[CH:11]([CH2:13][N:14]([S:15](=[O:16])(=[O:17])[CH2:18][c:19]2[cH:20][cH:21][cH:22][cH:23][cH:24]2)[CH3:25])[CH2:12]1)([CH3:5])([CH3:6])[CH3:7].[Cl:59][CH2:60][Cl:61].[F:47][C:48]([F:49])([F:50])[C:51]([OH:52])=[O:53].[Na+:58].[O-:54][C:55]([OH:56])=[O:57]>>[NH:8]1[CH2:9][CH:10]([CH2:26][N:27]([C:28]([c:29]2[cH:30][c:31]([O:37][CH2:38][CH2:39][CH2:40][O:41][CH3:42])[c:32]([O:35][CH3:36])[cH:33][cH:34]2)=[O:43])[CH:44]([CH3:45])[CH3:46])[CH:11]([CH2:13][N:14]([S:15](=[O:16])(=[O:17])[CH2:18][c:19]2[cH:20][cH:21][cH:22][cH:23][cH:24]2)[CH3:25])[CH2:12]1. Starting materials: CCN=C=NCCCN(C)C, CCOC(C)=O, ClCCl, O=C(O)CC(=O)Nc1ccc(F)cc1, Nc1ccc(Oc2ccnc3ccsc23)c(F)c1, Nc1ccc(F)cc1, O=C(O)CC(=O)O. Product: O=C(CC(=O)Nc1ccc(Oc2ccnc3ccsc23)c(F)c1)Nc1ccc(F)cc1. As a reaction SMILES: [CH3:48][CH2:49][N:50]=[C:51]=[N:52][CH2:53][CH2:54][CH2:55][N:56]([CH3:57])[CH3:58].[CH3:59][CH2:60][O:61][C:62]([CH3:63])=[O:64].[Cl:65][CH2:66][Cl:67].[F:19][c:20]1[cH:21][cH:22][c:23]([NH:26][C:27]([CH2:28][C:29](=[O:30])[OH:31])=[O:32])[cH:24][cH:25]1.[F:1][c:2]1[cH:3][c:4]([NH2:18])[cH:5][cH:6][c:7]1[O:8][c:9]1[c:10]2[c:11]([n:12][cH:13][cH:14]1)[cH:15][cH:16][s:17]2.[NH2:40][c:41]1[cH:42][cH:43][c:44]([F:45])[cH:46][cH:47]1.[OH:33][C:34]([CH2:35][C:36](=[O:37])[OH:38])=[O:39]>>[F:1][c:2]1[cH:3][c:4]([NH:18][C:29]([CH2:28][C:27]([NH:26][c:23]2[cH:22][cH:21][c:20]([F:19])[cH:25][cH:24]2)=[O:32])=[O:30])[cH:5][cH:6][c:7]1[O:8][c:9]1[c:10]2[c:11]([n:12][cH:13][cH:14]1)[cH:15][cH:16][s:17]2. Procedure: N-Hydroxy-2-({(1R)-1-[(2S)-tetrahydrofuran-2-yl]but-3-en-1-yl}oxy)ethanimine (C98) was converted to the product using the method described for the synthesis of 5-[(1R,2R)-2-methylcyclopropyl]-3,3a,4,5-tetrahydro-7H-pyrano[3,4-c][1,2]oxazole (C85) in Example 20. Yield: 2.6 g, 13 mmol, 54%. LCMS m/z 198.0 [M+H+]. 1H NMR (400 MHz, CDCl3) δ 4.73 (d, J=13.1 Hz, 1H), 4.61 (dd, J=10.0, 8.0 Hz, 1H), 4.19 (dd, J=13.6, 1 Hz, 1H), 3.72-3.89 (m, 4H), 3.38-3.48 (m, 2H), 2.35 (ddd, J=12.9, 6.4, 1.3 Hz, 1H), 1... Product: O1[C@@H](CCC1)[C@H]1C[C@@H]2C(=NOC2)CO1 ((3aR,5R)-5-[(2S)-tetrahydrofuran-2-yl]-3,3a,4,5-tetrahydro-7H-pyrano[3,4-c][1,2]oxazole). As a reaction SMILES: [OH:1][N:2]=[CH:3][CH2:4][O:5][C@@H:6]([C@@H:10]1[CH2:14][CH2:13][CH2:12][O:11]1)[CH2:7][CH:8]=[CH2:9].C[C@@H]1C[C@H]1C1OCC2=NOCC2C1>>[O:11]1[CH2:12][CH2:13][CH2:14][C@H:10]1[C@@H:6]1[O:5][CH2:4][C:3]2=[N:2][O:1][CH2:9][C@@H:8]2[CH2:7]1. Starting materials: ON=CCO[C@H](CC=C)[C@H]1OCCC1 (N-Hydroxy-2-({(1R)-1-[(2S)-tetrahydrofuran-2-yl]but-3-en-1-yl}oxy)ethanimine), C[C@H]1[C@@H](C1)C1CC2C(=NOC2)CO1 (5-[(1R,2R)-2-methylcyclopropyl]-3,3a,4,5-tetrahydro-7H-pyrano[3,4-c][1,2]oxazole).